Dataset: the Open Reaction Database (ORD), a public repository of structured organic reaction records. Task: describe an organic reaction: reactants, conditions, products, and yield Starting materials: C(C)C1=C(C=CC=C1)N1CCNCC1 (1-(2-ethylphenyl)piperazine), N1=CNC2=C1C=CC(=C2)C(=O)NC2=CC=C(C=C2)CC(=O)O (4-(5-benzimidazolylcarbonylamino)phenylacetic acid), C=1C=CC2=C(C1)N=NN2O (HOBT), C(CCl)Cl (EDC), CCN(C(C)C)C(C)C (DIEA). Solvent: CN(C)C=O (DMF). Reaction conditions: time 18 hour. The product is N1=CNC2=C1C=CC(=C2)C(=O)NC2=CC=C(C=C2)CC(=O)N2CCN(CC2)C2=C(C=CC=C2)CC (1-(4-(5-Benzimidazolylcarbonylamino)phenylacetyl)-4-(2-ethylphenyl)piperazine). Reaction SMILES: [CH2:1]([C:3]1[CH:8]=[CH:7][CH:6]=[CH:5][C:4]=1[N:9]1[CH2:14][CH2:13][NH:12][CH2:11][CH2:10]1)[CH3:2].[N:15]1[C:19]2[CH:20]=[CH:21][C:22]([C:24]([NH:26][C:27]3[CH:32]=[CH:31][C:30]([CH2:33][C:34](O)=[O:35])=[CH:29][CH:28]=3)=[O:25])=[CH:23][C:18]=2[NH:17][CH:16]=1.C1C=CC2N(O)N=NC=2C=1.C(Cl)CCl.CCN(C(C)C)C(C)C>CN(C=O)C>[N:15]1[C:19]2[CH:20]=[CH:21][C:22]([C:24]([NH:26][C:27]3[CH:32]=[CH:31][C:30]([CH2:33][C:34]([N:12]4[CH2:11][CH2:10][N:9]([C:4]5[CH:5]=[CH:6][CH:7]=[CH:8][C:3]=5[CH2:1][CH3:2])[CH2:14][CH2:13]4)=[O:35])=[CH:29][CH:28]=3)=[O:25])=[CH:23][C:18]=2[NH:17][CH:16]=1. Procedure: To a stirred solution of 1-(2-ethylphenyl)piperazine (0.19 g; 1.0 mmol), 4-(5-benzimidazolylcarbonylamino)phenylacetic acid (0.329 g; 1.10 mmol), HOBT (0.14 g; 1.0 mmol), and EDC (0.230 g; 1.20 mmol) in DMF (30 mL) was added DIEA (0.23 mL; 1.3 mmol). The reaction was stirred at ambient temperature for 18 h and the solvent was evaporated under reduced pressure. The residue was partitioned between CH2Cl2 and saturated aqueous NaHCO3. The organic phase was separated and washed with saturated aqueou... The reactants are C(C)(C)(C)OC(=O)N1CCC(CC1)C1CC=2C(=CN=C(C2)Br)O1 (4-(5-bromo-2,3-dihydro-furo[2,3-c]pyridin-2-yl)-piperidine-1-carboxylic acid tert-butyl ester), CC=1NC=CN1 (2-methyl-1H-imidazole). RXN SMILES: [C:1]([O:5][C:6]([N:8]1[CH2:13][CH2:12][CH:11]([CH:14]2[O:23][C:17]3=[CH:18][N:19]=[C:20](Br)[CH:21]=[C:16]3[CH2:15]2)[CH2:10][CH2:9]1)=[O:7])([CH3:4])([CH3:3])[CH3:2].[CH3:24][C:25]1[NH:26][CH:27]=[CH:28][N:29]=1>>[C:1]([O:5][C:6]([N:8]1[CH2:13][CH2:12][CH:11]([CH:14]2[O:23][C:17]3=[CH:18][N:19]=[C:20]([N:26]4[CH:27]=[CH:28][N:29]=[C:25]4[CH3:24])[CH:21]=[C:16]3[CH2:15]2)[CH2:10][CH2:9]1)=[O:7])([CH3:4])([CH3:3])[CH3:2]. Reported procedure: The title compound is prepared from 4-(5-bromo-2,3-dihydro-furo[2,3-c]pyridin-2-yl)-piperidine-1-carboxylic acid tert-butyl ester and 2-methyl-1H-imidazole following a procedure analogous to that described in Example 69. LC (method 7): tR=1.22 min; Mass spectrum (ESI+): m/z=385 [M+H]+. Yields the product C(C)(C)(C)OC(=O)N1CCC(CC1)C1CC=2C(=CN=C(C2)N2C(=NC=C2)C)O1 (4-[5-(2-Methyl-imidazol-1-yl)-2,3-dihydro-furo[2,3-c]pyridin-2-yl]-piperidine-1-carboxylic acid tert-butyl ester). Reactants: [Li]CCCC, C=CCCCCl, CC(C)C1COC(=O)N1, CCCCCC, CCOCC, [Cl-], [NH4+], C1CCOC1. Product: C=CCCC(=O)N1C(=O)OCC1C(C)C. As a reaction SMILES: [CH2:10]([Li:11])[CH2:12][CH2:13][CH3:14].[CH2:15]([CH2:16][CH2:17][CH:18]=[CH2:19])[Cl:20].[CH3:1][CH:2]([CH3:3])[CH:4]1[NH:5][C:6](=[O:9])[O:7][CH2:8]1.[CH3:26][CH2:27][CH2:28][CH2:29][CH2:30][CH3:31].[CH3:34][CH2:35][O:36][CH2:37][CH3:38].[Cl-:32].[NH4+:33].[O:21]1[CH2:22][CH2:23][CH2:24][CH2:25]1>>[CH3:1][CH:2]([CH3:3])[CH:4]1[N:5]([C:15]([CH2:16][CH2:17][CH:18]=[CH2:19])=[O:21])[C:6](=[O:9])[O:7][CH2:8]1. Starting materials: C1CSCCN1, CC#N, O=C(CCl)Nc1n[nH]c2cc(Cl)ccc12. The product is O=C(CN1CCSCC1)Nc1n[nH]c2cc(Cl)ccc12. RXN SMILES: [CH2:16]1[CH2:17][S:18][CH2:19][CH2:20][NH:21]1.[CH3:22][C:23]#[N:24].[Cl:1][CH2:2][C:3](=[O:4])[NH:5][c:6]1[n:7][nH:8][c:9]2[cH:10][c:11]([Cl:15])[cH:12][cH:13][c:14]12>>[CH2:2]([C:3](=[O:4])[NH:5][c:6]1[n:7][nH:8][c:9]2[cH:10][c:11]([Cl:15])[cH:12][cH:13][c:14]12)[N:21]1[CH2:16][CH2:17][S:18][CH2:19][CH2:20]1. Reactants: [N+](=O)([O-])C1=C(N)C=C(C=C1)SCCC1CCCCC1 (2-nitro-5-cyclohexylethylthioaniline), C(=O)(OC)NC#N (carbomethoxycyanamide). Yields the product C1(CCCCC1)CCSC1=CC2=C(N=C(N2)NC(=O)OC)C=C1 (5-cyclohexylethylthio-2-carbomethoxyaminobenzimidazole). As a reaction SMILES: [N+:1]([C:4]1[CH:10]=[CH:9][C:8]([S:11][CH2:12][CH2:13][CH:14]2[CH2:19][CH2:18][CH2:17][CH2:16][CH2:15]2)=[CH:7][C:5]=1[NH2:6])([O-])=O.[C:20]([NH:24][C:25]#N)([O:22][CH3:23])=[O:21]>>[CH:14]1([CH2:13][CH2:12][S:11][C:8]2[CH:9]=[CH:10][C:4]3[N:1]=[C:25]([NH:24][C:20]([O:22][CH3:23])=[O:21])[NH:6][C:5]=3[CH:7]=2)[CH2:19][CH2:18][CH2:17][CH2:16][CH2:15]1. Procedure: Repeating the reaction of Example 1 but using 10.0 g. of cyclohexylethylthiol gives 2-nitro-5-cyclohexylethylthioaniline. The nitro compound is reduced. The reduction mixture is reacted with carbomethoxycyanamide as described to give 5-cyclohexylethylthio-2-carbomethoxyaminobenzimidazole. The reactants are NC1=NC=C(C=C1)I (2-amino-5-iodopyridine), [H-].[Na+] (NaH), IC (iodomethane), CN(C)C=O (DMF), CC(=O)O (HOAc). Solvent: hexanes, CCOC(=O)C (EtOAc). Reaction conditions: time 14 hour. Product: IC=1C=CC(=NC1)N(C)C ((5-iodo-pyridin-2-yl)-dimethyl-amine). Reaction SMILES: NC1[CH:7]=[CH:6][C:5]([I:8])=[CH:4][N:3]=1.[H-].[Na+].IC.CC(O)=O.[CH3:17][N:18]([CH:20]=O)[CH3:19]>CCOC(C)=O>[I:8][C:5]1[CH:6]=[CH:7][C:20]([N:18]([CH3:19])[CH3:17])=[N:3][CH:4]=1 |f:1.2|. Reported procedure: To a solution of 2-amino-5-iodopyridine (1.00 g; 4.55 mmol) in 10 mL of DMF was added 545 mg of 60% NaH (13.6 mmol) and 0.85 mL of iodomethane (13.6 mmol). The mixture was stirred for 14 h, and the mixture was neutralized with 1M HOAc. The mixture was extracted with Et2O, the extract was washed with water and brine, dried with MgSO4, filtered, and concentrated. Chromatography (0–25% EtOAc in hexanes) provided 700 mg (2.82 mmol) of (5-iodo-pyridin-2-yl)-dimethyl-amine. Yields the product C(CCC)N1/C(/SC(=C1C)C)=C/C(=O)C1=C(C=CC(=C1)Cl)F ((2Z)-2-(3-butyl-4,5-dimethyl-1,3-thiazol-2(3H)-ylidene)-1-(5-chloro-2-fluorophenyl)ethanone). The reagents and catalysts are CN(C)C=1C=CN=CC1 (DMAP). Reported procedure: In a 20 mL vial 3-butyl-2,4,5-trimethylthiazol-3-ium iodide (48 mg in 0.5 mL DMA, 0.16 mmol, 1 equiv.) was added, followed by TEA (38 mg in 0.5 mL DMA, 0.37 mmol, 2.4 equiv.) and the solution went black. DMAP (2 mg in 0.5 mL DMA, 0.016 mmol, 0.1 equiv) was added next, followed by 5-chloro-2-fluorobenzoyl chloride (0.9 mL of 0.2M in DMA, 1.2 equiv). The mixture was shaken overnight at room temperature and then concentrated in vacuo. The resulting residue was taken up in 1:1 DMSO/MeOH and purified... Reactants: [I-].C(CCC)[N+]1=C(SC(=C1C)C)C (3-butyl-2,4,5-trimethylthiazol-3-ium iodide), TEA, ClC=1C=CC(=C(C(=O)Cl)C1)F (5-chloro-2-fluorobenzoyl chloride). Conditions: time 8 hour. As a reaction SMILES: [I-].[CH2:2]([N+:6]1[C:10]([CH3:11])=[C:9]([CH3:12])[S:8][C:7]=1[CH3:13])[CH2:3][CH2:4][CH3:5].[Cl:14][C:15]1[CH:16]=[CH:17][C:18]([F:24])=[C:19]([CH:23]=1)[C:20](Cl)=[O:21]>CN(C1C=CN=CC=1)C>[CH2:2]([N:6]1[C:10]([CH3:11])=[C:9]([CH3:12])[S:8]/[C:7]/1=[CH:13]\[C:20]([C:19]1[CH:23]=[C:15]([Cl:14])[CH:16]=[CH:17][C:18]=1[F:24])=[O:21])[CH2:3][CH2:4][CH3:5] |f:0.1|. The reactants are crude product, BrC=1C=CC=2N(C1)C(=CN2)C=2OC(=NN2)S(=O)C (6-bromo-3-(5-methanesulfinyl[1,3,4]oxadiazol-2-yl)imidazo[1,2-a]pyridine), BrC=1C=CC=2N(C1)C(=CN2)C=2OC(=NN2)S(=O)(=O)C (6-bromo-3-(5-methylsulfonyl[1,3,4]oxadiazol-2-yl)imidazo[1,2-a]pyridine), [Cl-].[NH4+] (ammonium chloride), C(C)(C)O (isopropyl alcohol). Run in O (water), C(C)(=O)OCC (ethyl acetate), O1CCCC1 (tetrahydrofuran), C(C)N(CC)CC (triethylamine). Product: BrC=1C=CC=2N(C1)C(=CN2)C=2OC(=NN2)OC(C)C (6-Bromo-3-(5-isopropoxy[1,3,4]oxadiazol-2-yl)imidazo[1,2-a]pyridine). RXN SMILES: [Br:1][C:2]1[CH:3]=[CH:4][C:5]2[N:6]([C:8]([C:11]3[O:12][C:13](S(C)=O)=[N:14][N:15]=3)=[CH:9][N:10]=2)[CH:7]=1.BrC1C=CC2N(C(C3OC(S(C)(=O)=O)=NN=3)=CN=2)C=1.[CH:38]([OH:41])([CH3:40])[CH3:39].[Cl-].[NH4+]>O.C(OCC)(=O)C.O1CCCC1.C(N(CC)CC)C>[Br:1][C:2]1[CH:3]=[CH:4][C:5]2[N:6]([C:8]([C:11]3[O:12][C:13]([O:41][CH:38]([CH3:40])[CH3:39])=[N:14][N:15]=3)=[CH:9][N:10]=2)[CH:7]=1 |f:3.4|. Procedure details: A mixture consisting of 60 mg crude product of a mixture of 6-bromo-3-(5-methanesulfinyl[1,3,4]oxadiazol-2-yl)imidazo[1,2-a]pyridine and 6-bromo-3-(5-methylsulfonyl[1,3,4]oxadiazol-2-yl)imidazo[1,2-a]pyridine obtained in the synthesis process in Production Example 280, 2 mL isopropyl alcohol, 0.3 mL triethylamine and 3 mL anhydrous tetrahydrofuran was heated overnight under reflux. An aqueous saturated ammonium chloride solution, ethyl acetate and water were added to the reaction solution, and t... Starting materials: C(O)([O-])=O.CN(C1=CC=C(C=N[N+]2=C(N(C=C2)N=CC2=CC=C(C=C2)N(C)C)C(C)C)C=C1)C (1,3-bis[[p-(dimethylamino)benzylidene]amino]-2-isopropylimidazolium hydrogen carbonate), C(C)(=O)O (acetic acid). The solvent is CO (methanol). Reaction conditions: time 16 hour. Yields the product C(C)(=O)[O-].CN(C1=CC=C(C=N[N+]2=C(N(C=C2)N=CC2=CC=C(C=C2)N(C)C)C(C)C)C=C1)C (1,3-bis[[p-(dimethylamino)benzylidene]amino]2-isopropylimidazolium acetate). As a reaction SMILES: C(=O)([O-])O.[CH3:5][N:6]([CH3:34])[C:7]1[CH:33]=[CH:32][C:10]([CH:11]=[N:12][N+:13]2[CH:17]=[CH:16][N:15]([N:18]=[CH:19][C:20]3[CH:25]=[CH:24][C:23]([N:26]([CH3:28])[CH3:27])=[CH:22][CH:21]=3)[C:14]=2[CH:29]([CH3:31])[CH3:30])=[CH:9][CH:8]=1.[C:35]([OH:38])(=[O:37])[CH3:36]>CO>[C:35]([O-:38])(=[O:37])[CH3:36].[CH3:28][N:26]([CH3:27])[C:23]1[CH:22]=[CH:21][C:20]([CH:19]=[N:18][N+:15]2[CH:16]=[CH:17][N:13]([N:12]=[CH:11][C:10]3[CH:32]=[CH:33][C:7]([N:6]([CH3:5])[CH3:34])=[CH:8][CH:9]=3)[C:14]=2[CH:29]([CH3:31])[CH3:30])=[CH:25][CH:24]=1 |f:0.1,4.5|. Procedure: 1.3 g of 1,3-bis[[p-(dimethylamino)benzylidene]amino]-2-isopropylimidazolium hydrogen carbonate are dissolved in 10 ml of methanol and 2 ml of glacial acetic acid are added thereto. After stirring at room temperature for 16 hours, the solution is concentrated and the product is crystallized by the addition of ether. After two-fold recrystallization from methanol/ether, there is obtained 1,3-bis[[p-(dimethylamino)benzylidene]amino]2-isopropylimidazolium acetate of melting point 150°-151°.